Dataset: the Open Reaction Database (ORD), a public repository of structured organic reaction records. Task: describe an organic reaction: reactants, conditions, products, and yield Starting materials: FC(C1=CC=C(C=C1)NN)(F)F (4-(trifluoromethyl)phenylhydrazine), Cl (hydrochloric acid), O.C(C=O)(=O)O (glyoxylic acid-hydrate). The solvent is O (water). Reaction conditions: time 1 hour. The product is FC(C1=CC=C(C=C1)NN=CC(=O)O)(F)F (4-(trifluoromethyl)phenylhydrazonoacetic acid). Yield: 94.9%. RXN SMILES: [F:1][C:2]([F:12])([F:11])[C:3]1[CH:8]=[CH:7][C:6]([NH:9][NH2:10])=[CH:5][CH:4]=1.Cl.O.[C:15]([OH:19])(=[O:18])[CH:16]=O>O>[F:1][C:2]([F:11])([F:12])[C:3]1[CH:4]=[CH:5][C:6]([NH:9][N:10]=[CH:16][C:15]([OH:19])=[O:18])=[CH:7][CH:8]=1 |f:2.3|. Reported procedure: To a mixture of 5.0 g of 4-(trifluoromethyl)phenylhydrazine (28.4 mmol), 31 ml of water and 3.1 ml of concentrated hydrochloric acid was added 2.9 g of glyoxylic acid-hydrate (31.4 mmol), and the mixture was stirred for one hour at room temperature. The precipitates thus separated out was collected by filtration, washed with water and dried over phosphorus pentoxide to give 6.26 g of 4-(trifluoromethyl)phenylhydrazonoacetic acid (95%) as a pale yellow powder. Reactants: FC1=C(CNC=2C(=CC(=CC2)I)N)C=C(C(=C1)OCC=1C=NC(=CC1)OC)OC (N1-(2-fluoro-5-methoxy-4-((6-methoxypyridin-3-yl)methoxy)benzyl)-4-iodobenzene-1,2-diamine), C(OCC)(OCC)OCC (triethyl orthoformate). The reagents and catalysts are C1(=CC=C(C=C1)S(=O)(=O)O)C (p-toluenesulfonic acid). Solvent: C(C)O (ethanol). Reaction conditions: time 30 minute. Yields the product FC1=C(CN2C=NC3=C2C=CC(=C3)I)C=C(C(=C1)OCC=1C=NC(=CC1)OC)OC (1-(2-fluoro-5-methoxy-4-((6-methoxypyridin-3-yl)methoxy)benzyl)-5-iodo-1H-benzo[d]imidazole). The yield is 68.8%. Reaction SMILES: [F:1][C:2]1[CH:17]=[C:16]([O:18][CH2:19][C:20]2[CH:21]=[N:22][C:23]([O:26][CH3:27])=[CH:24][CH:25]=2)[C:15]([O:28][CH3:29])=[CH:14][C:3]=1[CH2:4][NH:5][C:6]1[C:7]([NH2:13])=[CH:8][C:9]([I:12])=[CH:10][CH:11]=1.[CH:30](OCC)(OCC)OCC>C(O)C.C1(C)C=CC(S(O)(=O)=O)=CC=1>[F:1][C:2]1[CH:17]=[C:16]([O:18][CH2:19][C:20]2[CH:21]=[N:22][C:23]([O:26][CH3:27])=[CH:24][CH:25]=2)[C:15]([O:28][CH3:29])=[CH:14][C:3]=1[CH2:4][N:5]1[C:6]2[CH:11]=[CH:10][C:9]([I:12])=[CH:8][C:7]=2[N:13]=[CH:30]1. Procedure details: To a stirred solution of N1-(2-fluoro-5-methoxy-4-((6-methoxypyridin-3-yl)methoxy)benzyl)-4-iodobenzene-1,2-diamine (0.36 g, 0.70 mmol) in ethanol (10 mL) was added triethyl orthoformate (0.31 g, 2.11 mmol) and p-toluenesulfonic acid (0.007 g, 0.035 mmol). The reaction mixture was heated to reflux. After 30 min, the brown solution was allowed to cool to room temperature and was concentrated. The residue was partitioned between water and dichloromethane. The phases were separated, and the aqueous... Reactants: ClC1=CC=C(C=C1)C=1NC(=CC1SC(F)(F)F)C(F)(F)F (2-(p-chlorophenyl)-5-(trifluoromethyl)-3-[(trifluoromethyl)thio]pyrrole), C(C)(=O)[O-].[Na+] (sodium acetate), BrBr (bromine). Run in C(C)(=O)OCC.O (ethyl acetate water), C(C)(=O)O (acetic acid), hexanes. Conditions: time 30 minute. Product: BrC1=C(NC(=C1SC(F)(F)F)C1=CC=C(C=C1)Cl)C(F)(F)F (3-Bromo-5-(p-chlorophenyl)-2-(trifluoromethyl)-4-[(trifluoromethyl)thio]pyrrole). RXN SMILES: [Cl:1][C:2]1[CH:7]=[CH:6][C:5]([C:8]2[NH:9][C:10]([C:18]([F:21])([F:20])[F:19])=[CH:11][C:12]=2[S:13][C:14]([F:17])([F:16])[F:15])=[CH:4][CH:3]=1.C([O-])(=O)C.[Na+].[Br:27]Br>C(O)(=O)C.C(OCC)(=O)C.O>[Br:27][C:11]1[C:12]([S:13][C:14]([F:16])([F:17])[F:15])=[C:8]([C:5]2[CH:6]=[CH:7][C:2]([Cl:1])=[CH:3][CH:4]=2)[NH:9][C:10]=1[C:18]([F:21])([F:19])[F:20] |f:1.2,5.6|. Procedure details: A solution of 2-(p-chlorophenyl)-5-(trifluoromethyl)-3-[(trifluoromethyl)thio]pyrrole (1.03 g, 3.0 mmol) and sodium acetate (0.3 g, 3.6 mmol) in acetic acid is treated with bromine (0.58 g, 3.6 mmol), stirred for 30 minutes at room temperature and diluted with an ethyl acetate/water mixture. The organic phase is separated, washed with water, dried over anhydrous magnesium sulfate and concentrated in vacuo to obtain a semi-solid. Chromatography of the semi-solid using silica gel and hexanes gives... Starting materials: [K+], Nc1ccccc1, [OH-], O, O=C(O)CCCCCCC(=O)O. The product is O=C(O)CCCCCCC(=O)Nc1ccccc1. RXN SMILES: [K+:21].[NH2:13][c:14]1[cH:15][cH:16][cH:17][cH:18][cH:19]1.[OH-:20].[OH2:22].[OH:1][C:2](=[O:3])[CH2:4][CH2:5][CH2:6][CH2:7][CH2:8][CH2:9][C:10]([OH:11])=[O:12]>>[C:2](=[O:3])([CH2:4][CH2:5][CH2:6][CH2:7][CH2:8][CH2:9][C:10]([OH:11])=[O:12])[NH:13][c:14]1[cH:15][cH:16][cH:17][cH:18][cH:19]1.